From a dataset of the Open Reaction Database (ORD), a public repository of structured organic reaction records. describe an organic reaction: reactants, conditions, products, and yield Procedure: FIG. 3 shows a product-ion spectrum of the [M+107Ag]+ ion of GGEGG (SEQ. ID. NO. 2), glycylglycylglutamylglycylglycine. Sequencing of the argentinated peptide is straightforward and similar to that discussed in Example 1 for leucine enkephalin. The difference in m/z values between the [M+107Ag]+ ion and the first [bn+OH+Ag]+ ion is 482.1−425.1=57.0, which identifies the C-terminal residue as glycine (theoretical Δm/z 57.0). The difference in m/z values between the first [bn+OH+Ag]+ and the secon... Reaction SMILES: NCC(NCC([NH:9][C@H:10]([C:16](NCC(NCC(O)=O)=O)=[O:17])[CH2:11][CH2:12][C:13](=[O:15])[OH:14])=O)=O.CC(CC(NC(C(NC(CNC(CNC(C(N)CC1C=CC(O)=CC=1)=O)=O)=O)CC1C=CC=CC=1)=O)C(O)=[O:33])C.NCC(O)=O>>[NH2:9][C@H:10]([C:16]([OH:17])=[O:33])[CH2:11][CH2:12][C:13]([OH:14])=[O:15]. Product: N[C@@H](CCC(=O)O)C(=O)O (glutamic acid). The reactants are NCC(=O)NCC(=O)N[C@@H](CCC(O)=O)C(=O)NCC(=O)NCC(=O)O (glycylglycylglutamylglycylglycine), NCC(=O)O (glycine), OH Ag, NCC(=O)O (glycine), OH Ag, peptide, CC(C)CC(C(=O)O)NC(=O)C(CC1=CC=CC=C1)NC(=O)CNC(=O)CNC(=O)C(CC2=CC=C(C=C2)O)N (leucine enkephalin), OH Ag. Starting materials: O=Cc1ccc(OCc2ccccc2)nc1, CC(=O)[O-], CC(=O)O, C[N+](=O)[O-], [NH4+]. The product is O=[N+]([O-])C=Cc1ccc(OCc2ccccc2)nc1. Reaction SMILES: [CH2:1]([c:2]1[cH:3][cH:4][cH:5][cH:6][cH:7]1)[O:8][c:9]1[cH:10][cH:11][c:12]([CH:15]=[O:16])[cH:13][n:14]1.[CH3:22][C:23](=[O:24])[O-:25].[CH3:26][C:27](=[O:28])[OH:29].[N+:17](=[O:18])([O-:19])[CH3:20].[NH4+:21]>>[CH2:1]([c:2]1[cH:3][cH:4][cH:5][cH:6][cH:7]1)[O:8][c:9]1[cH:10][cH:11][c:12]([CH:15]=[CH:20][N+:17](=[O:18])[O-:19])[cH:13][n:14]1. The reactants are CCOC(=O)c1cc(S(=O)(=O)N(C)C)c(F)cc1OCC, CNC, CN(C)C=O, O. Reaction SMILES: [CH3:1][N:2]([S:3](=[O:4])(=[O:5])[c:6]1[c:7]([F:20])[cH:8][c:9]([O:17][CH2:18][CH3:19])[c:10]([C:11](=[O:12])[O:13][CH2:14][CH3:15])[cH:16]1)[CH3:21].[CH3:22][NH:23][CH3:24].[CH3:25][N:26]([CH3:27])[CH:28]=[O:29].[OH2:30]>>[CH3:1][N:2]([S:3](=[O:4])(=[O:5])[c:6]1[c:7]([N:23]([CH3:22])[CH3:24])[cH:8][c:9]([O:17][CH2:18][CH3:19])[c:10]([C:11](=[O:12])[O:13][CH2:14][CH3:15])[cH:16]1)[CH3:21]. Yields the product CCOC(=O)c1cc(S(=O)(=O)N(C)C)c(N(C)C)cc1OCC. Reactants: C(C1=CC=CC=C1)[C@@H]1C(NCCN1CC1=CC=CC=C1)=O ((3R)-3,4-dibenzylpiperazin-2-one), [H-].[Al+3].[Li+].[H-].[H-].[H-] (Lithium aluminiumhydride), [H-].[Al+3].[Li+].[H-].[H-].[H-] (lithium aluminiumhydride). Solvent: O1CCCC1 (tetrahydrofuran). Product: C(C1=CC=CC=C1)N1[C@@H](CNCC1)CC1=CC=CC=C1 ((2R)-1,2-dibenzylpiperazine). Yield: 83.4%. As a reaction SMILES: [CH2:1]([C@H:8]1[N:13]([CH2:14][C:15]2[CH:20]=[CH:19][CH:18]=[CH:17][CH:16]=2)[CH2:12][CH2:11][NH:10][C:9]1=O)[C:2]1[CH:7]=[CH:6][CH:5]=[CH:4][CH:3]=1.[H-].[Al+3].[Li+].[H-].[H-].[H-]>O1CCCC1>[CH2:14]([N:13]1[CH2:12][CH2:11][NH:10][CH2:9][C@H:8]1[CH2:1][C:2]1[CH:7]=[CH:6][CH:5]=[CH:4][CH:3]=1)[C:15]1[CH:16]=[CH:17][CH:18]=[CH:19][CH:20]=1 |f:1.2.3.4.5.6|. Procedure: A solution of (3R)-3,4-dibenzylpiperazin-2-one (2.5 g; 9.0 mmol) in dry tetrahydrofuran (30 ml) was placed under an atmosphere of nitrogen and stirred on an ice-bath. Lithium aluminiumhydride (5.0 ml; 1.0M in tetrahydrofuran) was added dropwise during 15 minutes. The mixture was then heated at reflux temperature for 2 h and then allowed top cool. Another portion of lithium aluminiumhydride (4.0 ml; 1.0M in tetrahydrofuran) was added and the mixture was refluxed for 1 h. The mixture was allowed t... Starting materials: FC1=C(C=CC(=C1)F)C1=NC(=NC=N1)NC1=CC(=CC=C1)CS(=O)(=O)C (4-(2,4-difluorophenyl)-N-{3-[(methylsulfonyl)methyl]phenyl}-1,3,5-triazin-2-amine), intermediate 42.1, FC1=C(CO)C=C(C=C1F)F (2,3,5-trifluorobenzyl alcohol). The product is FC1=CC(=C(C=C1)C1=NC(=NC=N1)NC1=CC(=CC=C1)CS(=O)(=O)C)OCC1=C(C(=CC(=C1)F)F)F (4-{4-Fluoro-2-[(2,3,5-trifluorobenzyl)oxy]phenyl}-N-{3-[(methylsulfonyl)methyl]-phenyl}-1,3,5-triazin-2-amine). RXN SMILES: F[C:2]1[CH:7]=[C:6]([F:8])[CH:5]=[CH:4][C:3]=1[C:9]1[N:14]=[CH:13][N:12]=[C:11]([NH:15][C:16]2[CH:21]=[CH:20][CH:19]=[C:18]([CH2:22][S:23]([CH3:26])(=[O:25])=[O:24])[CH:17]=2)[N:10]=1.[F:27][C:28]1[C:35]([F:36])=[CH:34][C:33]([F:37])=[CH:32][C:29]=1[CH2:30][OH:31]>>[F:8][C:6]1[CH:5]=[CH:4][C:3]([C:9]2[N:14]=[CH:13][N:12]=[C:11]([NH:15][C:16]3[CH:21]=[CH:20][CH:19]=[C:18]([CH2:22][S:23]([CH3:26])(=[O:25])=[O:24])[CH:17]=3)[N:10]=2)=[C:2]([O:31][CH2:30][C:29]2[CH:32]=[C:33]([F:37])[CH:34]=[C:35]([F:36])[C:28]=2[F:27])[CH:7]=1. Procedure: Starting with 4-(2,4-difluorophenyl)-N-{3-[(methylsulfonyl)methyl]phenyl}-1,3,5-triazin-2-amine (70 mg; 0.184 mmol), intermediate 42.1, and 2,3,5-trifluorobenzyl alcohol (119 mg; 0.736 mmol), example 84 was prepared analogously to the procedure for the preparation of example 42. Reactants: Cc1nc(CCl)n(C)n1, Cc1csc2nc(CCl)cc(=O)n12, COc1cc(OC)c(CCC2(C3CCCC3)CC(=O)CC(=O)O2)cc1Cl, O. The product is COc1cc(OC)c(CCC2(C3CCCC3)CC(O)=C(Cc3cc(=O)n4c(C)csc4n3)C(=O)O2)cc1Cl. As a reaction SMILES: [Cl:14][CH2:15][c:16]1[n:17]([CH3:18])[n:19][c:20]([CH3:21])[n:22]1.[Cl:1][CH2:2][c:3]1[n:4][c:5]2[n:6]([c:7](=[O:9])[cH:8]1)[c:10]([CH3:13])[cH:11][s:12]2.[Cl:23][c:24]1[c:25]([O:47][CH3:48])[cH:26][c:27]([O:45][CH3:46])[c:28]([CH2:30][CH2:31][C:32]2([CH:40]3[CH2:41][CH2:42][CH2:43][CH2:44]3)[CH2:33][C:34](=[O:39])[CH2:35][C:36](=[O:38])[O:37]2)[cH:29]1.[OH2:49]>>[CH2:2]([c:3]1[n:4][c:5]2[n:6]([c:7](=[O:9])[cH:8]1)[c:10]([CH3:13])[cH:11][s:12]2)[C:35]1=[C:34]([OH:39])[CH2:33][C:32]([CH2:31][CH2:30][c:28]2[c:27]([O:45][CH3:46])[cH:26][c:25]([O:47][CH3:48])[c:24]([Cl:23])[cH:29]2)([CH:40]2[CH2:41][CH2:42][CH2:43][CH2:44]2)[O:37][C:36]1=[O:38].